This data is from the Open Reaction Database (ORD), a public repository of structured organic reaction records. The task is: describe an organic reaction: reactants, conditions, products, and yield Run in P(=O)(Cl)(Cl)Cl (phosphorus oxychloride). The yield is 38.6%. The product is CSC=1N=C(C2=C(N1)OC(=N2)C2=CC(=CC=C2)C)O (5-Methylsulfanyl-2-(3-methyl-phenyl)-oxazolo[5,4-d]pyrimidin-7-ol). Procedure: 21 g of N-(4,6-dihydroxy-2-methylsulfanyl-pyrimidin-5-yl)-3-methyl-benzamide in 100 ml of phosphorus oxychloride were heated to 70° C. for 3 h. After cooling, the mixture was poured into 500 ml of diethyl ether. The precipitate was filtered off and washed with diethyl ether. 7.6 g of the title compound were obtained. RXN SMILES: [OH:1][C:2]1[C:7]([NH:8][C:9](=[O:17])[C:10]2[CH:15]=[CH:14][CH:13]=[C:12]([CH3:16])[CH:11]=2)=[C:6](O)[N:5]=[C:4]([S:19][CH3:20])[N:3]=1.C(OCC)C>P(Cl)(Cl)(Cl)=O>[CH3:20][S:19][C:4]1[N:3]=[C:2]([OH:1])[C:7]2[N:8]=[C:9]([C:10]3[CH:15]=[CH:14][CH:13]=[C:12]([CH3:16])[CH:11]=3)[O:17][C:6]=2[N:5]=1. Reactants: OC1=NC(=NC(=C1NC(C1=CC(=CC=C1)C)=O)O)SC (N-(4,6-dihydroxy-2-methylsulfanyl-pyrimidin-5-yl)-3-methyl-benzamide), C(C)OCC (diethyl ether). Reactants: O.O.O.C(C)(=O)[O-].[Na+] (sodium acetate trihydrate), C(CCCCCCCCC)C=1NC=CC1 (2-decylpyrrole), ice, CN(C=O)C (dimethylformamide), Cl (hydrogen chloride), P(=O)(Cl)(Cl)Cl (phosphorous oxychloride). Solvent: ClCCCl (1,2-dichloroethane), O (water), ClCCCl (1,2-dichloroethane). Yields the product C(CCCCCCCCC)C1=CC=C(N1)C=O (5-decylpyrrole-2-carboxaldehyde). Yield: 82.3%. As a reaction SMILES: CN(C)[CH:3]=[O:4].P(Cl)(Cl)(Cl)=O.[CH2:11]([C:21]1[NH:22][CH:23]=[CH:24][CH:25]=1)[CH2:12][CH2:13][CH2:14][CH2:15][CH2:16][CH2:17][CH2:18][CH2:19][CH3:20].Cl.O.O.O.C([O-])(=O)C.[Na+]>ClCCCl.O>[CH2:11]([C:21]1[NH:22][C:23]([CH:3]=[O:4])=[CH:24][CH:25]=1)[CH2:12][CH2:13][CH2:14][CH2:15][CH2:16][CH2:17][CH2:18][CH2:19][CH3:20] |f:4.5.6.7.8|. Procedure: To an ice cooled 4 g (56 mmol) of dimethylformamide was added 8.6 g (56 mmol) of phosphorous oxychloride over a period of 15 minutes while stirring under a nitrogen atmosphere. The mixture was stirred 15 minutes and then 15 mL of 1,2-dichloroethane was added. To this mixture was added a solution of 10.5 g (50.6 mmol) of 2-decylpyrrole, 35, in 15 mL of 1,2-dichloroethane while cooling in an ice bath. The reaction mixture was then heated under reflux for 15 minutes, during which time there was cop... The reactants are C(C)(=O)C1=C(N(C(CBr)=O)C)C=CC=C1 (2′-acetyl-2-bromo-N-methylacetanilide), [N-]=[N+]=[N-].[Na+] (sodium azide). Run in CN(C=O)C (dimethylformamide), O (water). Product: C(C)(=O)C1=C(N(C(CN=[N+]=[N-])=O)C)C=CC=C1 (2′-acetyl-2-azido-N-methylacetanilide). The yield is 51.6%. As a reaction SMILES: [C:1]([C:4]1[CH:15]=[CH:14][CH:13]=[CH:12][C:5]=1[N:6]([CH3:11])[C:7](=[O:10])[CH2:8]Br)(=[O:3])[CH3:2].[N-:16]=[N+:17]=[N-:18].[Na+]>CN(C)C=O.O>[C:1]([C:4]1[CH:15]=[CH:14][CH:13]=[CH:12][C:5]=1[N:6]([CH3:11])[C:7](=[O:10])[CH2:8][N:16]=[N+:17]=[N-:18])(=[O:3])[CH3:2] |f:1.2|. Reported procedure: 2.05 g (7.59 mmol) of 2′-acetyl-2-bromo-N-methylacetanilide and 2 g (30.77 mmol) of sodium azide were stirred in 20 ml of dimethylformamide at room temperature for 4 hours. The resulting mixture was diluted with water and extracted with diethyl ether. The organic phase was washed twice with water, dried over magnesium sulphate, evaporated to dryness and the residue chromatographed on silica gel using ethyl acetate/petrol 5:3 for the elution. There was obtained 910 mg of 2′-acetyl-2-azido-N-methy... Reactants: NC1=CC=C(C(=O)OCC)C=C1 (Ethyl 4-aminobenzoate), II (iodine), ClC1=CC=CC=C1 (chlorobenzene), OO (Hydrogen peroxide). The yield is 86.0%. Reported procedure: Ethyl 4-aminobenzoate (15.00 g, 91 mmol) and iodine (11.80 g, 46.5 mmol) were mixed with water (80 mL) and chlorobenzene (4.60 g, 41 mmol). The mixture was stirred while the temperature was gradually raised to 90° C. over 30 min. Hydrogen peroxide (30%, 50 mL) was added over 10 h at 90° C. After stirring at that temperature for an additional 6 h, the mixture was cooled and the solution decanted from the residual solids. The solids were dissolved in DCM and the solution washed successively with s... Product: NC1=C(C=C(C(=O)OCC)C=C1)I (Ethyl 4-amino-3-iodobenzoate), solid. Solvent: O (water). Reaction SMILES: [NH2:1][C:2]1[CH:12]=[CH:11][C:5]([C:6]([O:8][CH2:9][CH3:10])=[O:7])=[CH:4][CH:3]=1.[I:13]I.ClC1C=CC=CC=1.OO>O>[NH2:1][C:2]1[CH:3]=[CH:4][C:5]([C:6]([O:8][CH2:9][CH3:10])=[O:7])=[CH:11][C:12]=1[I:13]. Reaction conditions: temperature 90 celsius. The reactants are CC(C)(C)OC(=O)NC(=S)NC(=O)OC(C)(C)C, Cc1cccnc1-c1cccc(N)c1, C[n+]1ccccc1Cl, CCN(C(C)C)C(C)C, ClCCl, [I-]. Yields the product Cc1cccnc1-c1cccc(N=C(NC(=O)OC(C)(C)C)NC(=O)OC(C)(C)C)c1. Reaction SMILES: [C:15]([CH3:16])([CH3:17])([CH3:18])[O:19][C:20](=[O:21])[NH:22][C:23](=[S:24])[NH:25][C:26](=[O:27])[O:28][C:29]([CH3:30])([CH3:31])[CH3:32].[CH3:1][c:2]1[c:3](-[c:8]2[cH:9][c:10]([NH2:11])[cH:12][cH:13][cH:14]2)[n:4][cH:5][cH:6][cH:7]1.[CH3:43][n+:44]1[cH:45][cH:46][cH:47][cH:48][c:49]1[Cl:50].[CH:33]([N:34]([CH:35]([CH3:36])[CH3:37])[CH2:38][CH3:39])([CH3:40])[CH3:41].[Cl:51][CH2:52][Cl:53].[I-:42]>>[CH3:1][c:2]1[c:3](-[c:8]2[cH:9][c:10]([N:11]=[C:23]([NH:22][C:20]([O:19][C:15]([CH3:16])([CH3:17])[CH3:18])=[O:21])[NH:25][C:26](=[O:27])[O:28][C:29]([CH3:30])([CH3:31])[CH3:32])[cH:12][cH:13][cH:14]2)[n:4][cH:5][cH:6][cH:7]1. Reactants: [OH-].[Li+] (Lithium hydroxide), COC(=O)C1N(CC=2C=C3O[C@H](CNC3=CC2C1)C1=CC=C(C=C1)OCC1=CC(=C(C=C1)Cl)Cl)C(=O)OC(C)(C)C ((S)-3-[4-(3,4-Dichloro-benzyloxy)-phenyl]-1,2,3,5,7,8-hexahydro-4-oxa-1,6-diaza-anthracene-6,7-dicarboxylic acid 6-tert-butyl ester 7-methyl ester), Cl (HCl). The solvent is C1CCOC1.CO (THF methanol). Run at time 4 hour. Yields the product C(C)(C)(C)OC(=O)N1CC=2C=C3O[C@H](CNC3=CC2CC1C(=O)O)C1=CC=C(C=C1)OCC1=CC(=C(C=C1)Cl)Cl ((S)-3-[4-(3,4-dichloro-benzyloxy)-phenyl]-1,2,3,5,7,8-hexahydro-4-oxa-1,6-diaza-anthracene-6,7-dicarboxylic acid 6-tert-butyl ester). RXN SMILES: C[O:2][C:3]([CH:5]1[CH2:18][C:17]2[CH:16]=[C:15]3[C:10]([O:11][C@@H:12]([C:19]4[CH:24]=[CH:23][C:22]([O:25][CH2:26][C:27]5[CH:32]=[CH:31][C:30]([Cl:33])=[C:29]([Cl:34])[CH:28]=5)=[CH:21][CH:20]=4)[CH2:13][NH:14]3)=[CH:9][C:8]=2[CH2:7][N:6]1[C:35]([O:37][C:38]([CH3:41])([CH3:40])[CH3:39])=[O:36])=[O:4].[OH-].[Li+].Cl>C1COCC1.CO>[C:38]([O:37][C:35]([N:6]1[CH:5]([C:3]([OH:4])=[O:2])[CH2:18][C:17]2[CH:16]=[C:15]3[C:10]([O:11][C@@H:12]([C:19]4[CH:24]=[CH:23][C:22]([O:25][CH2:26][C:27]5[CH:32]=[CH:31][C:30]([Cl:33])=[C:29]([Cl:34])[CH:28]=5)=[CH:21][CH:20]=4)[CH2:13][NH:14]3)=[CH:9][C:8]=2[CH2:7]1)=[O:36])([CH3:41])([CH3:39])[CH3:40] |f:1.2,4.5|. Procedure: (S)-3-[4-(3,4-Dichloro-benzyloxy)-phenyl]-1,2,3,5,7,8-hexahydro-4-oxa-1,6-diaza-anthracene-6,7-dicarboxylic acid 6-tert-butyl ester 7-methyl ester (598 mg) was dissolved in THF/methanol (4:1). 2 N Lithium hydroxide (1 mL) was added, and the resulting reaction mixture was stirred at room temperature for 4 hours. Excess 1N HCl was added and the mixture extracted with ethyl acetate. The organic layer was washed with brine, dried over sodium sulfate, and the solvent was removed under reduced pressur... Reaction SMILES: C(N(CC)C(C1C=C(C2C=NN(CCCO)C=2)C=CC=1NC1C(C(F)(F)F)=CN=C(NC2C=CC(CP(=O)(O)OCC)=CC=2OC)N=1)=O)C.[OH:50][CH2:51][CH2:52][CH2:53][N:54]1[CH:58]=[C:57]([C:59]2[N:64]=[C:63]([C:65](=[O:68])[NH:66][CH3:67])[C:62]([NH:69][C:70]3[C:75]([C:76]([F:79])([F:78])[F:77])=[CH:74][N:73]=[C:72]([NH:80][C:81]4[CH:95]=[CH:94][C:84]([CH2:85][P:86](=[O:93])([O:90]CC)[O:87][CH2:88][CH3:89])=[CH:83][C:82]=4[O:96][CH3:97])[CH:71]=3)=[CH:61][CH:60]=2)[CH:56]=[N:55]1>>[OH:50][CH2:51][CH2:52][CH2:53][N:54]1[CH:58]=[C:57]([C:59]2[N:64]=[C:63]([C:65](=[O:68])[NH:66][CH3:67])[C:62]([NH:69][C:70]3[C:75]([C:76]([F:77])([F:78])[F:79])=[CH:74][N:73]=[C:72]([NH:80][C:81]4[CH:95]=[CH:94][C:84]([CH2:85][P:86](=[O:90])([OH:93])[O:87][CH2:88][CH3:89])=[CH:83][C:82]=4[O:96][CH3:97])[CH:71]=3)=[CH:61][CH:60]=2)[CH:56]=[N:55]1. Procedure details: Prepared analogously to Compound 3A using diethyl (4-{[4-({6-[1-(3-hydroxypropyl)-1H-pyrazol-4-yl]-2-(methylcarbamoyl)pyridin-3-yl}amino)-5-(trifluoromethyl)pyridin-2-yl]amino}-3-methoxybenzyl)phosphonate (Compound 36B). 1H NMR (400 MHz, CD3OD) δ 8.39 (s, 1H), 8.20 (s, 1H), 8.17 (s, 1H), 7.92 (d, J=8.8 Hz, 1H), 7.72 (d, J=8.8 Hz, 1H), 7.46 (d, J=7.8 Hz, 1H), 7.08 (t, J=1.8 Hz, 1H), 6.88 (td, J=2.0, 8.1 Hz, 1H), 6.63 (s, 1H), 4.31 (t, J=6.8 Hz, 2H), 3.88 (s, 3H), 3.74 (quin, J=7 Hz, 2H), 3.57 (t,... Product: OCCCN1N=CC(=C1)C1=CC=C(C(=N1)C(NC)=O)NC1=CC(=NC=C1C(F)(F)F)NC1=C(C=C(CP(OCC)(O)=O)C=C1)OC (Ethyl hydrogen (4-{[4-({6-[1-(3-hydroxypropyl)-1H-pyrazol-4-yl]-2-(methylcarbamoyl)pyridin-3-yl}amino)-5-(trifluoromethyl)pyridin-2-yl]amino}-3-methoxybenzyl)phosphonate). The reactants are C(C)N(C(=O)C1=C(C=CC(=C1)C=1C=NN(C1)CCCO)NC1=NC(=NC=C1C(F)(F)F)NC1=C(C=C(CP(OCC)(O)=O)C=C1)OC)CC (Ethyl hydrogen (4-{[4-({2-(diethylcarbamoyl)-4-[1-(3-hydroxypropyl)-1H-pyrazol-4-yl]phenyl}amino)-5-(trifluoromethyl)pyrimidin-2-yl]amino}-3-methoxybenzyl)phosphonate), OCCCN1N=CC(=C1)C1=CC=C(C(=N1)C(NC)=O)NC1=CC(=NC=C1C(F)(F)F)NC1=C(C=C(CP(OCC)(OCC)=O)C=C1)OC (diethyl (4-{[4-({6-[1-(3-hydroxypropyl)-1H-pyrazol-4-yl]-2-(methylcarbamoyl)pyridin-3-yl}amino)-5-(trifluoromethyl)pyridin-2-yl]amino}-3-methoxybenzyl)phosphonate), OCCCN1N=CC(=C1)C1=CC=C(C(=N1)C(NC)=O)NC1=CC(=NC=C1C(F)(F)F)NC1=C(C=C(CP(OCC)(OCC)=O)C=C1)OC (diethyl (4-{[4-({6-[1-(3-hydroxypropyl)-1H-pyrazol-4-yl]-2-(methylcarbamoyl)pyridin-3-yl}amino)-5-(trifluoromethyl)pyridin-2-yl]amino}-3-methoxybenzyl)phosphonate). Reactants: ClC1=C(C(=O)N)C=CC=N1 (2-chloronicotinamide), C1(=CC=CC=C1)NC(=O)N[C@H]1[C@@H](CCCC1)NC1CNCCC1 (1-phenyl-3-((1R,2R)-2-(piperidin-3-ylamino)cyclohexyl)urea), C1(=CC=CC=C1)NC(=O)N[C@H]1[C@@H](CCCC1)NC1CNCCC1 (1-phenyl-3-((1R,2R)-2-(piperidin-3-ylamino)cyclohexyl)urea). The product is C1(=CC=CC=C1)NC(N[C@H]1[C@@H](CCCC1)N[C@@H]1CN(CCC1)C1=C(C(=O)N)C=CC=N1)=O (2-((S)-3-((1R,2R)-2-(3-Phenylureido)cyclohexylamino)piperidin-1-yl)nicotinamide), pale brown oil. The yield is 6.5%. As a reaction SMILES: [C:1]1([NH:7][C:8]([NH:10][C@@H:11]2[CH2:16][CH2:15][CH2:14][CH2:13][C@H:12]2[NH:17][CH:18]2[CH2:23][CH2:22][CH2:21][NH:20][CH2:19]2)=[O:9])[CH:6]=[CH:5][CH:4]=[CH:3][CH:2]=1.Cl[C:25]1[N:33]=[CH:32][CH:31]=[CH:30][C:26]=1[C:27]([NH2:29])=[O:28]>>[C:1]1([NH:7][C:8](=[O:9])[NH:10][C@@H:11]2[CH2:16][CH2:15][CH2:14][CH2:13][C@H:12]2[NH:17][C@H:18]2[CH2:23][CH2:22][CH2:21][N:20]([C:25]3[N:33]=[CH:32][CH:31]=[CH:30][C:26]=3[C:27]([NH2:29])=[O:28])[CH2:19]2)[CH:2]=[CH:3][CH:4]=[CH:5][CH:6]=1. Reported procedure: 2-((S)-3-((1R,2R)-2-(3-Phenylureido)cyclohexylamino)piperidin-1-yl)nicotinamide was synthesized using 1-phenyl-3-((1R,2R)-2-(piperidin-3-ylamino)cyclohexyl)urea (from intermediate C, Example 1) (100 mg, 0.32 mmol) and 2-chloronicotinamide (49 mg, 0.32 mmol) according to General Procedure A to give 9 mg (6.5%) of pale brown oil. Anal. Calcd. for C24H32N6O2 m/z 436.3, found: 437.2 (M+H)+; 1H NMR (400 MHz, CD3OD) δ ppm 8.2 (d, J=3.8 Hz, 1H), 7.65 (dd, J=2 Hz, 1H), 7.21 (m, 4H), 7.01 (m, 1H), 6.86 (... Reactants: CC1=C(C(=CC(=C1)C(C(F)(F)F)(C(F)(F)F)F)C)NC(C1=CC(=C(C=C1)F)[N+](=O)[O-])=O (N-[2,6-dimethyl-4-(1,2,2,2-tetrafluoro-1-trifluoromethyl-ethyl)-phenyl]-4-fluoro-3-nitrobenzamide), CNC (N,N-dimethylamine), O (water). Solvent: C(C)#N (acetonitrile). Run at time 30 minute. Product: CN(C1=C(C=C(C(=O)NC2=C(C=C(C=C2C)C(C(F)(F)F)(C(F)(F)F)F)C)C=C1)[N+](=O)[O-])C (4-dimethylamino-N-[2,6-dimethyl-4-(1,2,2,2-tetrafluoro-1-trifluoromethyl-ethyl)-phenyl]-3-nitrobenzamide). Isolated yield 100.0%. RXN SMILES: [CH3:1][C:2]1[CH:7]=[C:6]([C:8]([F:17])([C:13]([F:16])([F:15])[F:14])[C:9]([F:12])([F:11])[F:10])[CH:5]=[C:4]([CH3:18])[C:3]=1[NH:19][C:20](=[O:31])[C:21]1[CH:26]=[CH:25][C:24](F)=[C:23]([N+:28]([O-:30])=[O:29])[CH:22]=1.[CH3:32][NH:33][CH3:34].O>C(#N)C>[CH3:32][N:33]([CH3:34])[C:24]1[CH:25]=[CH:26][C:21]([C:20]([NH:19][C:3]2[C:2]([CH3:1])=[CH:7][C:6]([C:8]([F:17])([C:13]([F:14])([F:16])[F:15])[C:9]([F:12])([F:10])[F:11])=[CH:5][C:4]=2[CH3:18])=[O:31])=[CH:22][C:23]=1[N+:28]([O-:30])=[O:29]. Procedure: To a solution of N-[2,6-dimethyl-4-(1,2,2,2-tetrafluoro-1-trifluoromethyl-ethyl)-phenyl]-4-fluoro-3-nitrobenzamide (5.0 g, 11 mmol) (prepared according to WO 05/073165) in acetonitrile (100 ml) was added a solution of N,N-dimethylamine in water (40% by weight) (3.55 ml, 28 mmol). The reaction mixture was stirred at ambient temperature for 30 minutes. Then the reaction mixture was concentrated and the residue purified by chromatography over silica gel (eluent: ethyl acetate) to give 4-dimethylami... The reactants are COC(=O)c1ccccc1NC(=O)C(C)c1ccc(O)c(OC)c1, C[Si](C)(C)[N-][Si](C)(C)C, CCCCCC, CCOC(C)=O, [Li+]. Yields the product COc1cc(C2(C)C(=O)Nc3ccccc3C2=O)ccc1O. RXN SMILES: [CH3:1][O:2][C:3]([c:4]1[c:5]([NH:10][C:11]([CH:12]([CH3:13])[c:14]2[cH:15][c:16]([O:21][CH3:22])[c:17]([OH:20])[cH:18][cH:19]2)=[O:23])[cH:6][cH:7][cH:8][cH:9]1)=[O:24].[CH3:26][Si:27]([N-:28][Si:29]([CH3:30])([CH3:31])[CH3:32])([CH3:33])[CH3:34].[CH3:35][CH2:36][CH2:37][CH2:38][CH2:39][CH3:40].[CH3:41][CH2:42][O:43][C:44]([CH3:45])=[O:46].[Li+:25]>>[C:3]1(=[O:24])[c:4]2[c:5]([cH:6][cH:7][cH:8][cH:9]2)[NH:10][C:11](=[O:23])[C:12]1([CH3:13])[c:14]1[cH:15][c:16]([O:21][CH3:22])[c:17]([OH:20])[cH:18][cH:19]1.